Dataset: the Open Reaction Database (ORD), a public repository of structured organic reaction records. Task: describe an organic reaction: reactants, conditions, products, and yield Reactants: COC(CC1CCN2C1=CC=1C(=CC(=CC21)S(=O)(=O)C)C(=C)C)=O (Methyl[8-isopropenyl-6-(methylsulfonyl)-2,3-dihydro-1H-pyrrolo[1,2-a]indol-1-yl]acetate). The reagents and catalysts are [Pd] (Pd/C). Run in CCO (EtOH). Conditions: time 45 minute. Yields the product COC(CC1CCN2C1=CC=1C(=CC(=CC21)S(=O)(=O)C)C(C)C)=O (Methyl[8-isopropyl-6-(methylsulfonyl)-2,3-dihydro-1H-pyrrolo[1,2-a]indol-1-yl)acetate). Reaction SMILES: [CH3:1][O:2][C:3](=[O:24])[CH2:4][CH:5]1[C:9]2=[CH:10][C:11]3[C:12]([C:21]([CH3:23])=[CH2:22])=[CH:13][C:14]([S:17]([CH3:20])(=[O:19])=[O:18])=[CH:15][C:16]=3[N:8]2[CH2:7][CH2:6]1>CCO.[Pd]>[CH3:1][O:2][C:3](=[O:24])[CH2:4][CH:5]1[C:9]2=[CH:10][C:11]3[C:12]([CH:21]([CH3:22])[CH3:23])=[CH:13][C:14]([S:17]([CH3:20])(=[O:19])=[O:18])=[CH:15][C:16]=3[N:8]2[CH2:7][CH2:6]1. Reported procedure: To the product of Step 2 (130 mg, 0.39 mmol) in EtOH (3 mL) was added Pd/C 10% (40 mg). The mixture was hydrogenated with a Parr hydrogenator at 50 psi for 45 minutes, filtered on a pad of celite, and the filtrate evaporated to dryness and used as such in the next step. The reactants are CC1(C)OB(c2ccc(N)nc2)OC1(C)C, CCO, CC1COCCN1c1cc(CS(C)(=O)=O)nc(Cl)n1, [Na+], [Na+], O=C([O-])[O-], CN(C)C=O, O. Yields the product CC1COCCN1c1cc(CS(C)(=O)=O)nc(-c2ccc(N)nc2)n1. RXN SMILES: [CH3:21][C:22]1([CH3:23])[C:24]([CH3:25])([CH3:26])[O:27][B:28]([c:29]2[cH:30][cH:31][c:32]([NH2:35])[n:33][cH:34]2)[O:36]1.[CH3:48][CH2:49][OH:50].[Cl:1][c:2]1[n:3][c:4]([CH2:15][S:16](=[O:17])(=[O:18])[CH3:19])[cH:5][c:6]([N:8]2[CH:9]([CH3:14])[CH2:10][O:11][CH2:12][CH2:13]2)[n:7]1.[Na+:37].[Na+:38].[O-:39][C:40](=[O:41])[O-:42].[O:43]=[CH:44][N:45]([CH3:46])[CH3:47].[OH2:20]>>[c:2]1(-[c:29]2[cH:30][cH:31][c:32]([NH2:35])[n:33][cH:34]2)[n:3][c:4]([CH2:15][S:16](=[O:17])(=[O:18])[CH3:19])[cH:5][c:6]([N:8]2[CH:9]([CH3:14])[CH2:10][O:11][CH2:12][CH2:13]2)[n:7]1. Starting materials: O=c1ccc(Br)c[nH]1, C1CCCCC1, CCOC(C)=O, COc1ccc(B(O)O)cc1. Product: COc1ccc(-c2ccc(=O)[nH]c2)cc1. As a reaction SMILES: [Br:1][c:2]1[cH:3][cH:4][c:5](=[O:8])[nH:6][cH:7]1.[CH2:20]1[CH2:21][CH2:22][CH2:23][CH2:24][CH2:25]1.[CH3:26][CH2:27][O:28][C:29]([CH3:30])=[O:31].[CH3:9][O:10][c:11]1[cH:12][cH:13][c:14]([B:17]([OH:18])[OH:19])[cH:15][cH:16]1>>[c:2]1(-[c:14]2[cH:13][cH:12][c:11]([O:10][CH3:9])[cH:16][cH:15]2)[cH:3][cH:4][c:5](=[O:8])[nH:6][cH:7]1. Reactants: COC([C@H](C(C)(C)C)NC(=O)C=1N=C(C2=CC=CC(=C2C1)OC1=CC=C(C=C1)C(C)(C)C)CC1CCCC1)=O ((2S)-{[5-(4-tert-Butyl-phenoxy)-1-cyclopentylmethyl-isoquinoline-3-carbonyl]-amino}-3,3-dimethyl-butyric acid methyl ester), [Li+].[OH-] (LiOH). Run in C1CCOC1.CO (THF MeOH). Product: C(C)(C)(C)C1=CC=C(OC2=C3C=C(N=C(C3=CC=C2)CC2CCCC2)C(=O)N[C@H](C(=O)O)C(C)(C)C)C=C1 ((2S)-{[5-(4-tert-Butyl-phenoxy)-1-cyclopentylmethyl-isoquinoline-3-carbonyl]-amino}-3,3-dimethyl-butyric acid). Yield: 89.3%. Reaction SMILES: C[O:2][C:3](=[O:39])[C@@H:4]([NH:9][C:10]([C:12]1[N:13]=[C:14]([CH2:33][CH:34]2[CH2:38][CH2:37][CH2:36][CH2:35]2)[C:15]2[C:20]([CH:21]=1)=[C:19]([O:22][C:23]1[CH:28]=[CH:27][C:26]([C:29]([CH3:32])([CH3:31])[CH3:30])=[CH:25][CH:24]=1)[CH:18]=[CH:17][CH:16]=2)=[O:11])[C:5]([CH3:8])([CH3:7])[CH3:6].[Li+].[OH-]>C1COCC1.CO>[C:29]([C:26]1[CH:27]=[CH:28][C:23]([O:22][C:19]2[CH:18]=[CH:17][CH:16]=[C:15]3[C:20]=2[CH:21]=[C:12]([C:10]([NH:9][C@@H:4]([C:5]([CH3:8])([CH3:7])[CH3:6])[C:3]([OH:39])=[O:2])=[O:11])[N:13]=[C:14]3[CH2:33][CH:34]2[CH2:38][CH2:37][CH2:36][CH2:35]2)=[CH:24][CH:25]=1)([CH3:32])([CH3:30])[CH3:31] |f:1.2,3.4|. Procedure: A solution of (2S)-{[5-(4-tert-Butyl-phenoxy)-1-cyclopentylmethyl-isoquinoline-3-carbonyl]-amino}-3,3-dimethyl-butyric acid methyl ester (28 mg, 0.052 mmol) in THF-MeOH (2.0 mL) was treated with LiOH solution (2.0M, 0.400 mL) by the general procedure I to give 24 mg of (2S)-{[5-(4-tert-Butyl-phenoxy)-1-cyclopentylmethyl-isoquinoline-3-carbonyl]-amino}-3,3-dimethyl-butyric acid as a white solid. The reactants are N[C@H](C(=O)O)CC1=CC=C(C=C1)OCCC=1N=C(OC1C)C1=CC=C(C=C1)C(F)(F)F ((2S)-2-amino-3-[4-(2-{5-methyl-2-[4-(trifluoromethyl)phenyl]-1,3oxazol-4-yl}ethoxy)phenyl]propanoic acid), C(C1=CC=CC=C1)(=O)CC(C)=O (benzoylacetone). Product: C/C(=C/C(C1=CC=CC=C1)=O)/N[C@H](C(=O)O)CC1=CC=C(C=C1)OCCC=1N=C(OC1C)C1=CC=C(C=C1)C(F)(F)F ((2S)-2-{[(Z)-1-methyl-3-oxo-3-phenyl-1-propenyl]amino}-3-[4-(2-{5-methyl-2-[4-(trifluoromethyl)phenyl]-1,3-oxazol-4-yl}ethoxy)phenyl]propanoic acid), Example 7. RXN SMILES: [NH2:1][C@@H:2]([CH2:6][C:7]1[CH:12]=[CH:11][C:10]([O:13][CH2:14][CH2:15][C:16]2[N:17]=[C:18]([C:22]3[CH:27]=[CH:26][C:25]([C:28]([F:31])([F:30])[F:29])=[CH:24][CH:23]=3)[O:19][C:20]=2[CH3:21])=[CH:9][CH:8]=1)[C:3]([OH:5])=[O:4].[C:32]([CH2:40][C:41](=O)[CH3:42])(=[O:39])[C:33]1[CH:38]=[CH:37][CH:36]=[CH:35][CH:34]=1>>[CH3:42]/[C:41](/[NH:1][C@@H:2]([CH2:6][C:7]1[CH:12]=[CH:11][C:10]([O:13][CH2:14][CH2:15][C:16]2[N:17]=[C:18]([C:22]3[CH:23]=[CH:24][C:25]([C:28]([F:31])([F:30])[F:29])=[CH:26][CH:27]=3)[O:19][C:20]=2[CH3:21])=[CH:9][CH:8]=1)[C:3]([OH:5])=[O:4])=[CH:40]/[C:32](=[O:39])[C:33]1[CH:38]=[CH:37][CH:36]=[CH:35][CH:34]=1. Procedure: The title compound was prepared (as described above for the preparation of Example 2) from 40 mg (0.092 mmol) of Intermediate 50 and 15 mg (0.092 mmol) of benzoylacetone to yield 32 mg of Example 7: TLC (DCM/MeOH, 4/1): Rf=0.48; 1H NMR (DMSO-d6, 300 MHz) δ11.49 (d, 1H, J=9.8), 8.17 (d, 2h, J=8.9), 7.9 (d, 2H, J=8.9), 7.85 (m, 2H), 7.44 (m, 3H), 7.19 (d, 2H, J=8.8), 6.89 (d, 2H, J=8.8), 5.60 (s, 1H), 4.23 (t, 2H, J=6.0), 4.16 (m, 1H), 3.21 (m, 2H), 2.99 (t, 2H, J=6.0), 2.82 (dd, 1H, J=14.2, 9.8),...